This data is from the Open Reaction Database (ORD), a public repository of structured organic reaction records. The task is: describe an organic reaction: reactants, conditions, products, and yield Starting materials: C(C)OC(CC1=CC(=CC=C1)OC1=C(C=C(C=C1)B1OC(C(O1)(C)C)(C)C)CN1C(O[C@@H]([C@@H]1C)C1=CC=CC=C1)=O)=O ({3-[2-((4S,5R)-4-methyl-2-oxo-5-phenyl-oxazolidin-3-ylmethyl)-4-(4,4,5,5-tetramethyl-[1,3,2]dioxaborolan-2-yl)-phenoxy]-phenyl}-acetic acid ethyl ester), BrC=1N=C(N(C1)C)C (4-bromo-1,2-dimethyl-1H-imidazole). Yields the product C(C)OC(CC1=CC(=CC=C1)OC1=C(C=C(C=C1)C=1N=C(N(C1)C)C)CN1C(O[C@@H]([C@@H]1C)C1=CC=CC=C1)=O)=O ({3-[4-(1,2-Dimethyl-1H-imidazol-4-yl)-2-((4S,5R)-4-methyl-2-oxo-5-phenyl-oxazolidin-3-ylmethyl)-phenoxy]-phenyl}-acetic acid ethyl ester). Reaction SMILES: [CH2:1]([O:3][C:4](=[O:42])[CH2:5][C:6]1[CH:11]=[CH:10][CH:9]=[C:8]([O:12][C:13]2[CH:18]=[CH:17][C:16](B3OC(C)(C)C(C)(C)O3)=[CH:15][C:14]=2[CH2:28][N:29]2[C@@H:33]([CH3:34])[C@@H:32]([C:35]3[CH:40]=[CH:39][CH:38]=[CH:37][CH:36]=3)[O:31][C:30]2=[O:41])[CH:7]=1)[CH3:2].Br[C:44]1[N:45]=[C:46]([CH3:50])[N:47]([CH3:49])[CH:48]=1>>[CH2:1]([O:3][C:4](=[O:42])[CH2:5][C:6]1[CH:11]=[CH:10][CH:9]=[C:8]([O:12][C:13]2[CH:18]=[CH:17][C:16]([C:44]3[N:45]=[C:46]([CH3:50])[N:47]([CH3:49])[CH:48]=3)=[CH:15][C:14]=2[CH2:28][N:29]2[C@@H:33]([CH3:34])[C@@H:32]([C:35]3[CH:40]=[CH:39][CH:38]=[CH:37][CH:36]=3)[O:31][C:30]2=[O:41])[CH:7]=1)[CH3:2]. Procedure details: Prepared according to the procedure described in Example 19, Step 3, using the following starting materials: {3-[2-((4S,5R)-4-methyl-2-oxo-5-phenyl-oxazolidin-3-ylmethyl)-4-(4,4,5,5-tetramethyl-[1,3,2]dioxaborolan-2-yl)-phenoxy]-phenyl}-acetic acid ethyl ester and 4-bromo-1,2-dimethyl-1H-imidazole. Starting materials: C(C1=CC=CC=C1)N1C=NC2=C1C=CC(=C2)C(=O)OC (methyl 1-benzyl-5-benzimidazolecarboxylate), [H-].[Al+3].[Li+].[H-].[H-].[H-] (lithium aluminum hydride), [H-].[Al+3].[Li+].[H-].[H-].[H-] (lithium aluminum hydride), O.O.O.O.O.O.O.O.O.O.S(=O)(=O)([O-])[O-].[Na+].[Na+] (sodium sulfate decahydrate). Solvent: O1CCCC1 (tetrahydrofuran), O1CCCC1 (tetrahydrofuran). Run at time 2 hour. Yields the product C(C1=CC=CC=C1)N1C=NC2=C1C=CC(=C2)CO (1-Benzyl-5-benzimidazolemethanol). Isolated yield 49.2%. Reaction SMILES: [CH2:1]([N:8]1[C:12]2[CH:13]=[CH:14][C:15]([C:17](OC)=[O:18])=[CH:16][C:11]=2[N:10]=[CH:9]1)[C:2]1[CH:7]=[CH:6][CH:5]=[CH:4][CH:3]=1.[H-].[Al+3].[Li+].[H-].[H-].[H-].O.O.O.O.O.O.O.O.O.O.S([O-])([O-])(=O)=O.[Na+].[Na+]>O1CCCC1>[CH2:1]([N:8]1[C:12]2[CH:13]=[CH:14][C:15]([CH2:17][OH:18])=[CH:16][C:11]=2[N:10]=[CH:9]1)[C:2]1[CH:3]=[CH:4][CH:5]=[CH:6][CH:7]=1 |f:1.2.3.4.5.6,7.8.9.10.11.12.13.14.15.16.17.18.19|. Procedure: 0.87 g of methyl 1-benzyl-5-benzimidazolecarboxylate (prepared as described in Preparation 27) in 18 ml of dehydrated tetrahydrofuran were added to a suspension of 0.23 g of lithium aluminum hydride in 10 ml of dehydrated tetrahydrofuram, whilst ice-cooling, and the resulting mixture was stirred for 2 hours at room temperature. A further 0.11 g of lithium aluminum hydride and 10 ml of dehydrated tetrahydrofuran were then added to the reaction mixture and the mixture was stirred for 1 hour at roo... The reactants are BrCCCC(C(=O)N1N(C=CC=C1C(=O)OC(C)(C)C)C(=O)OCC1=CC=CC=C1)N1C(C=2C(C1=O)=CC=CC2)=O (1-benzyl 3-tert.butyl 2-(5-bromo-2-phthalimidovaleryl)-1,3-pyridazinedicarboxylate), [H][H] (hydrogen). The reagents and catalysts are [Pd] (palladium-on-carbon). Solvent: C(C)O (ethanol). Yields the product BrCCCC(C(=O)N1NC=CC=C1C(=O)OC(C)(C)C)N1C(C=2C(C1=O)=CC=CC2)=O (tert.butyl 2-(5-bromo-2-phthalimidovaleryl)-3-pyridazinecarboxylate). Isolated yield 96.2%. RXN SMILES: [Br:1][CH2:2][CH2:3][CH2:4][CH:5]([N:31]1[C:35](=[O:36])[C:34]2=[CH:37][CH:38]=[CH:39][CH:40]=[C:33]2[C:32]1=[O:41])[C:6]([N:8]1[C:13]([C:14]([O:16][C:17]([CH3:20])([CH3:19])[CH3:18])=[O:15])=[CH:12][CH:11]=[CH:10][N:9]1C(OCC1C=CC=CC=1)=O)=[O:7].[H][H]>C(O)C.[Pd]>[Br:1][CH2:2][CH2:3][CH2:4][CH:5]([N:31]1[C:35](=[O:36])[C:34]2=[CH:37][CH:38]=[CH:39][CH:40]=[C:33]2[C:32]1=[O:41])[C:6]([N:8]1[C:13]([C:14]([O:16][C:17]([CH3:20])([CH3:19])[CH3:18])=[O:15])=[CH:12][CH:11]=[CH:10][NH:9]1)=[O:7]. Procedure: 2.37 g of 1-benzyl 3-tert.butyl 2-(5-bromo-2-phthalimidovaleryl)-1,3-pyridazinedicarboxylate (2 diastereomers) were dissolved in 25 ml of ethanol and the solution was hydrogenated at atmospheric pressure over 50 mg of 10% palladium-on-carbon until the uptake of hydrogen had ceased. The catalyst was removed by filtration and the filtrate was evaporated to give 1.79 g (96%) of tert.butyl 2-(5-bromo-2-phthalimidovaleryl)-3-pyridazinecarboxylate (2 diastereomers) in the form of an oil. Reactants: NC1=C(SC=C1)\C(\C)=C/C(C)C (3-amino-2-{(Z)-(4-methyl-2-penten-2-yl)}thiophene), P(O)(O)(O)=O (phosphoric acid), CC(CC(C)=O)C (4-methyl-2-pentanone), NC1=C(SC=C1)\C(\C)=C\C(C)C (3-amino-2-{(E)-(4-methyl-2-penten-2-yl)}thiophene). The solvent is O (water). Product: NC1=C(SC=C1)C(=C)CC(C)C (3-amino-2-(4-methyl-1-penten-2-yl)thiophene). Isolated yield 34.0%. As a reaction SMILES: P(=O)(O)(O)O.CC(C)CC(=O)C.[NH2:13][C:14]1[CH:18]=[CH:17][S:16][C:15]=1/[C:19](=[CH:21]/[CH:22]([CH3:24])[CH3:23])/[CH3:20].NC1C=CSC=1/C(=C\C(C)C)/C>O>[NH2:13][C:14]1[CH:18]=[CH:17][S:16][C:15]=1[C:19]([CH2:21][CH:22]([CH3:24])[CH3:23])=[CH2:20]. Procedure: 3-aminothiophene phosphate (5.0 g, 16.1 mmol) was added into water (100 g) in an ice water bath for dissolving. Toluene (50.0 g) was added in an ice water bath, and then a 10% aqueous sodium hydroxide solution was added under stirring in an ice water bath for adjusting the reaction solution to the alkaline side. The organic layer was separated, and then the aqueous layer was further extracted with toluene. To the toluene solution of 3-aminothiophene obtained as described above were added 85% pho... The reactants are C(=O)(C=1NC=CN1)C=1NC=CN1 (Carbonyl dimidazole), COC1=C(C(=CC(=C1)OC)OC)NC(=O)C(C(=O)O)C1=CC=CC=C1 (α-[[(2,4,6-trimethoxyphenyl)amino]carbonyl]-benzene acetic acid), ONC(CCCCCCCCCCCC)=N (N-hydroxy-tridecane imidamide). Solvent: C1CCOC1 (THF). Run at time 1 hour. Product: C(CCCCCCCCCCC)C1=NOC(=N1)C(C(=O)NC1=C(C=C(C=C1OC)OC)OC)C1=CC=CC=C1 ((±)-3-Dodecyl-α-phenyl-N-(2,4,6-trimethoxyphenyl)-1,2,4-oxadiazole-5-acetamide). Yield: 10.6%. RXN SMILES: C(C1NC=CN=1)(C1NC=CN=1)=O.[CH3:13][O:14][C:15]1[CH:20]=[C:19]([O:21][CH3:22])[CH:18]=[C:17]([O:23][CH3:24])[C:16]=1[NH:25][C:26]([CH:28]([C:32]1[CH:37]=[CH:36][CH:35]=[CH:34][CH:33]=1)[C:29](O)=[O:30])=[O:27].O[NH:39][C:40](=[NH:53])[CH2:41][CH2:42][CH2:43][CH2:44][CH2:45][CH2:46][CH2:47][CH2:48][CH2:49][CH2:50][CH2:51][CH3:52]>C1COCC1>[CH2:41]([C:40]1[N:39]=[C:29]([CH:28]([C:32]2[CH:33]=[CH:34][CH:35]=[CH:36][CH:37]=2)[C:26]([NH:25][C:16]2[C:17]([O:23][CH3:24])=[CH:18][C:19]([O:21][CH3:22])=[CH:20][C:15]=2[O:14][CH3:13])=[O:27])[O:30][N:53]=1)[CH2:42][CH2:43][CH2:44][CH2:45][CH2:46][CH2:47][CH2:48][CH2:49][CH2:50][CH2:51][CH3:52]. Procedure: Carbonyl dimidazole (0.28 g, 1.71 mmol) was added to a solution of α-[[(2,4,6-trimethoxyphenyl)amino]carbonyl]-benzene acetic acid (0.56 g, 1.63 mmol) in dry THF (20 mL), and the resulting mixture was stirred at room temperature for 1 hour, then N-hydroxy-tridecane imidamide (0.37 g, 1.63 mmol) was added, and the mixture stirred for 1.5 hours, concentrated in vacuo, dissolved in glacial acetic acid, and refluxed for 1.5 hours. The solution was concentrated and azeotroped with benzene (2×25 mL), ... The reactants are COC(=O)C(C)Br, O=C([O-])[O-], CN(C)C=O, Cn1c(C(F)(F)F)cc(=O)n(-c2cc(Oc3nsnc3O)c(Cl)cc2F)c1=O, Cl, [K+], [K+]. The product is COC(=O)C(C)Oc1nsnc1Oc1cc(-n2c(=O)cc(C(F)(F)F)n(C)c2=O)c(F)cc1Cl. As a reaction SMILES: [Br:29][CH:30]([C:31](=[O:32])[O:33][CH3:34])[CH3:35].[C:36](=[O:37])([O-:38])[O-:39].[CH3:43][N:44]([CH3:45])[CH:46]=[O:47].[Cl:1][c:2]1[c:3]([O:4][c:5]2[n:6][s:7][n:8][c:9]2[OH:10])[cH:11][c:12](-[n:16]2[c:17](=[O:28])[n:18]([CH3:27])[c:19]([C:23]([F:24])([F:25])[F:26])[cH:20][c:21]2=[O:22])[c:13]([F:15])[cH:14]1.[ClH:42].[K+:40].[K+:41]>>[Cl:1][c:2]1[c:3]([O:4][c:5]2[n:6][s:7][n:8][c:9]2[O:10][CH:30]([C:31](=[O:32])[O:33][CH3:34])[CH3:35])[cH:11][c:12](-[n:16]2[c:17](=[O:28])[n:18]([CH3:27])[c:19]([C:23]([F:24])([F:25])[F:26])[cH:20][c:21]2=[O:22])[c:13]([F:15])[cH:14]1. Starting materials: [BH3-]C#N, COC(=O)c1ccc(C=NC2CCC(C(C)(C)C)CC2)cc1, CC(=O)O, CO, [Na+]. Yields the product COC(=O)c1ccc(CNC2CCC(C(C)(C)C)CC2)cc1. Reaction SMILES: [C:27]([BH3-:28])#[N:29].[CH3:1][O:2][C:3]([c:4]1[cH:5][cH:6][c:7]([CH:10]=[N:11][CH:12]2[CH2:13][CH2:14][CH:15]([C:18]([CH3:19])([CH3:20])[CH3:21])[CH2:16][CH2:17]2)[cH:8][cH:9]1)=[O:22].[CH3:23][C:24](=[O:25])[OH:26].[CH3:31][OH:32].[Na+:30]>>[CH3:1][O:2][C:3]([c:4]1[cH:5][cH:6][c:7]([CH2:10][NH:11][CH:12]2[CH2:13][CH2:14][CH:15]([C:18]([CH3:19])([CH3:20])[CH3:21])[CH2:16][CH2:17]2)[cH:8][cH:9]1)=[O:22].